This data is from the Open Reaction Database (ORD), a public repository of structured organic reaction records. The task is: describe an organic reaction: reactants, conditions, products, and yield The reactants are CCCCNc1nc(C(F)(F)F)ccc1C=CC(=O)O, Cl, CS(=O)(=O)Nc1ccc(CN)cc1F. Yields the product CCCCNc1nc(C(F)(F)F)ccc1C=CC(=O)NCc1ccc(NS(C)(=O)=O)c(F)c1. As a reaction SMILES: [CH2:16]([CH2:17][CH2:18][CH3:19])[NH:20][c:21]1[n:22][c:23]([C:32]([F:33])([F:34])[F:35])[cH:24][cH:25][c:26]1[CH:27]=[CH:28][C:29](=[O:30])[OH:31].[ClH:15].[NH2:1][CH2:2][c:3]1[cH:4][c:5]([F:14])[c:6]([NH:9][S:10](=[O:11])(=[O:12])[CH3:13])[cH:7][cH:8]1>>[NH:1]([CH2:2][c:3]1[cH:4][c:5]([F:14])[c:6]([NH:9][S:10](=[O:11])(=[O:12])[CH3:13])[cH:7][cH:8]1)[C:29]([CH:28]=[CH:27][c:26]1[c:21]([NH:20][CH2:16][CH2:17][CH2:18][CH3:19])[n:22][c:23]([C:32]([F:33])([F:34])[F:35])[cH:24][cH:25]1)=[O:30]. Reactants: C(=O)(OC(C)(C)C)N1[C@H](CCC1)C=O ((R)-N-Boc-2-Formyl-pyrrolidine), C(C)OP(OCC)(=O)C=[N+]=[N-] (diazomethyl-phosphonic-acid-diethylester), CC(C)([O-])C.[K+] (potassium tert-butoxide). Solvent: hexanes, CCOCC (Et2O). The product is C(=O)(OC(C)(C)C)N1[C@H](CCC1)C#C ((R)-N-Boc-2-Ethynyl-pyrrolidine). As a reaction SMILES: [C:1]([N:8]1[CH2:12][CH2:11][CH2:10][C@@H:9]1[CH:13]=O)([O:3][C:4]([CH3:7])([CH3:6])[CH3:5])=[O:2].[CH3:15]C(C)([O-])C.[K+].C(OP(C=[N+]=[N-])(=O)OCC)C>CCOCC>[C:1]([N:8]1[CH2:12][CH2:11][CH2:10][C@@H:9]1[C:13]#[CH:15])([O:3][C:4]([CH3:7])([CH3:6])[CH3:5])=[O:2] |f:1.2|. Procedure details: (R)-N-Boc-2-Ethynyl-pyrrolidine was prepared according to Method X above by the treatment of (R)-N-Boc-2-formyl-pyrrolidine (700 mg, 3.51 mmol) (Example 89A) with potassium tert-butoxide (510 mg, 4.56 mmol) and diazomethyl-phosphonic-acid-diethylester (820 mg, 4.56 mmol) (also prepared according to Method X). (R)-N-Boc-2-Ethynyl-pyrrolidine was obtained after silica gel coloumn chromatography with 10% Et2O in hexanes. (Yield 150 mg, 25%). Starting materials: COC=1C=C(C=CC1N1C=NC(=C1)C)N (3-methoxy-4-(4-methyl-imidazol-1-yl)-phenylamine), ClC1=NC(=CC(=N1)C)N1CCCCC1 (2-chloro-4-methyl-6-piperidin-1-yl-pyrimidine), ( 100 ). Yields the product COC=1C=C(C=CC1N1C=NC(=C1)C)NC1=NC(=CC(=N1)C)N1CCCCC1 ([3-Methoxy-4-(4-methyl-imidazol-1-yl)-phenyl]-(4-methyl-6-piperidin-1-yl-pyrimidin-2-yl)-amine). Yield: 78.0%. As a reaction SMILES: [CH3:1][O:2][C:3]1[CH:4]=[C:5]([NH2:15])[CH:6]=[CH:7][C:8]=1[N:9]1[CH:13]=[C:12]([CH3:14])[N:11]=[CH:10]1.Cl[C:17]1[N:22]=[C:21]([CH3:23])[CH:20]=[C:19]([N:24]2[CH2:29][CH2:28][CH2:27][CH2:26][CH2:25]2)[N:18]=1>>[CH3:1][O:2][C:3]1[CH:4]=[C:5]([NH:15][C:17]2[N:22]=[C:21]([CH3:23])[CH:20]=[C:19]([N:24]3[CH2:29][CH2:28][CH2:27][CH2:26][CH2:25]3)[N:18]=2)[CH:6]=[CH:7][C:8]=1[N:9]1[CH:13]=[C:12]([CH3:14])[N:11]=[CH:10]1. Procedure: The title compound was prepared from 3-methoxy-4-(4-methyl-imidazol-1-yl)-phenylamine (61 mg, 0.30 mmol) and 2-chloro-4-methyl-6-piperidin-1-yl-pyrimidine (70 mg, 0.33 mmol) in analogous manner as described in example 90. The crude product was purified by stirring with diethyl ether. It was obtained in 78% yield as a light brown solid. MS ISP (m/e): 379.3 (100) [(M+H)+]. 1H NMR (DMSO-D6, 300 MHz): δ (ppm)=9.21 (s, 1H), 7.97 (s, 1H), 7.63 (s, 1H), 7.19 (d, 1H), 7.15 (d, 1H), 7.01 (s, 1H), 6.19 (s... Starting materials: CC(C)(C)OC(=O)CNC(=O)C1=C(O)c2cc(Cl)cc(F)c2C(C)(C)C1=O, O=C(O)C(F)(F)F. The product is CC1(C)C(=O)C(C(=O)NCC(=O)O)=C(O)c2cc(Cl)cc(F)c21. As a reaction SMILES: [Cl:1][c:2]1[cH:3][c:4]2[c:9]([c:10]([F:12])[cH:11]1)[C:8]([CH3:13])([CH3:14])[C:7](=[O:15])[C:6]([C:16](=[O:17])[NH:18][CH2:19][C:20](=[O:21])[O:22][C:23]([CH3:24])([CH3:25])[CH3:26])=[C:5]2[OH:27].[F:28][C:29]([F:30])([F:31])[C:32]([OH:33])=[O:34]>>[Cl:1][c:2]1[cH:3][c:4]2[c:9]([c:10]([F:12])[cH:11]1)[C:8]([CH3:13])([CH3:14])[C:7](=[O:15])[C:6]([C:16](=[O:17])[NH:18][CH2:19][C:20](=[O:21])[OH:22])=[C:5]2[OH:27]. The reactants are C(C)OC(C1=CC=C(C=C1)N1CCNCC1)=O (4-(1-piperazinyl)benzoic acid ethyl ester), ClCCC(COC1=CC=CC=C1)O (4-chloro-1-phenoxy-2-butanol). Product: O(C1=CC=CC=C1)CC(CCN1CCN(CC1)C1=CC=C(C=C1)C(=O)OCC)O (1-Phenoxy-4-[4-(4-ethoxycarbonylphenyl)-1-piperazinyl]-2-butanol). Reaction SMILES: [CH2:1]([O:3][C:4](=[O:17])[C:5]1[CH:10]=[CH:9][C:8]([N:11]2[CH2:16][CH2:15][NH:14][CH2:13][CH2:12]2)=[CH:7][CH:6]=1)[CH3:2].Cl[CH2:19][CH2:20][CH:21]([OH:30])[CH2:22][O:23][C:24]1[CH:29]=[CH:28][CH:27]=[CH:26][CH:25]=1>>[O:23]([CH2:22][CH:21]([OH:30])[CH2:20][CH2:19][N:14]1[CH2:13][CH2:12][N:11]([C:8]2[CH:7]=[CH:6][C:5]([C:4]([O:3][CH2:1][CH3:2])=[O:17])=[CH:10][CH:9]=2)[CH2:16][CH2:15]1)[C:24]1[CH:29]=[CH:28][CH:27]=[CH:26][CH:25]=1. Procedure: Following the procedure of Example 25, the title compound is prepared from 4-(1-piperazinyl)benzoic acid ethyl ester and 4-chloro-1-phenoxy-2-butanol.